This data is from the Open Reaction Database (ORD), a public repository of structured organic reaction records. The task is: describe an organic reaction: reactants, conditions, products, and yield Starting materials: C(C)(C)(C)N1N=CC2=C1C(NC1(C2)CCN(CC1)C(=O)OC(C)(C)C)=O (tert-butyl 1′-tert-butyl-7′-oxo-1′,4′,6′,7′-tetrahydrospiro[piperidine-4,5′-pyrazolo[3,4-c]pyridine]-1-carboxylate), Cl (HCl). The solvent is C(C)(=O)OCC (ethyl acetate), O1CCOCC1 (dioxane). Conditions: time 1 hour. Product: Cl.C(C)(C)(C)N1N=CC2=C1C(NC1(C2)CCNCC1)=O (1′-tert-butyl-4′,6′-dihydrospiro[piperidine-4,5′-pyrazolo[3,4-c]pyridin]-7′(1′H)-one hydrochloride salt). RXN SMILES: [C:1]([N:5]1[C:9]2[C:10](=[O:26])[NH:11][C:12]3([CH2:18][CH2:17][N:16](C(OC(C)(C)C)=O)[CH2:15][CH2:14]3)[CH2:13][C:8]=2[CH:7]=[N:6]1)([CH3:4])([CH3:3])[CH3:2].[ClH:27]>C(OCC)(=O)C.O1CCOCC1>[ClH:27].[C:1]([N:5]1[C:9]2[C:10](=[O:26])[NH:11][C:12]3([CH2:18][CH2:17][NH:16][CH2:15][CH2:14]3)[CH2:13][C:8]=2[CH:7]=[N:6]1)([CH3:4])([CH3:2])[CH3:3] |f:4.5|. Reported procedure: To a solution of tert-butyl 1′-tert-butyl-7′-oxo-1′,4′,6′,7′-tetrahydrospiro[piperidine-4,5′-pyrazolo[3,4-c]pyridine]-1-carboxylate (137 mg, 0.39 mmol) in ethyl acetate (4 mL) was added 4 N HCl in dioxane (2 mL). After stirring 1 hour at room temperature, the volatiles were removed under reduced pressure and the resultant colorless solid was triturated from heptane (10 mL) to yield 112 mg of the title compound as a colorless solid. +APCI (M+H) 263.3; 1H NMR (400 MHz, DMSO-d6, δ): 8.84 (m, 2H), 8...